From a dataset of the Open Reaction Database (ORD), a public repository of structured organic reaction records. describe an organic reaction: reactants, conditions, products, and yield Reactants: FC1=CC=C(C=C1)C(CCCN1CC2(CC1)CC(C1=CC=CC=C12)O)=O (p-fluoro-4-(3-hydroxyspiro[indan-1,3'-pyrrolidin]-1'-yl) butyrophenone), CN=C=O (methyl isocyanate). Solvent: C(Cl)Cl (methylene chloride). Run at time 20 hour. Product: FC1=CC=C(C=C1)C(CCCN1CC2(CC1)CC(C1=CC=CC=C12)OC(NC)=O)=O (p-Fluoro-4-(3-methylcarbamoyloxyspiro[indan-1,3'-pyrrolidin]-1'-yl) butyrophenone). Reaction SMILES: [F:1][C:2]1[CH:7]=[CH:6][C:5]([C:8](=[O:26])[CH2:9][CH2:10][CH2:11][N:12]2[CH2:16][CH2:15][C:14]3([C:24]4[C:19](=[CH:20][CH:21]=[CH:22][CH:23]=4)[CH:18]([OH:25])[CH2:17]3)[CH2:13]2)=[CH:4][CH:3]=1.[CH3:27][N:28]=[C:29]=[O:30]>C(Cl)Cl>[F:1][C:2]1[CH:3]=[CH:4][C:5]([C:8](=[O:26])[CH2:9][CH2:10][CH2:11][N:12]2[CH2:16][CH2:15][C:14]3([C:24]4[C:19](=[CH:20][CH:21]=[CH:22][CH:23]=4)[CH:18]([O:25][C:29](=[O:30])[NH:28][CH3:27])[CH2:17]3)[CH2:13]2)=[CH:6][CH:7]=1. Procedure details: 9.0 g of p-fluoro-4-(3-hydroxyspiro[indan-1,3'-pyrrolidin]-1'-yl) butyrophenone and 2.0 g of methyl isocyanate are dissolved in 50 cc of methylene chloride. After allowing the reaction solution to stand at room temperature for 20 hours, it is concentrated by evaporation, and the resulting oil is converted into the hydrogen fumarate. After recrystallization from ethanol/ether, the hydrogen fumarate of the title compound has a M.P. of 167°-169°.